This data is from the Open Reaction Database (ORD), a public repository of structured organic reaction records. The task is: describe an organic reaction: reactants, conditions, products, and yield The reactants are CO (methanol), N (ammonia), 4-L, titania, [Si](OC)(OC)(OC)OC (Si(OMe)4), CO[Si](OC)(OC)OC (Methyl Silicate 39). The solvent is C(C)(C)O (isopropanol). Conditions: temperature 40 celsius. Yields the product C[O-].C[O-].C[O-].C[O-].[Si+4] (silicon tetramethoxide). RXN SMILES: [CH3:1][OH:2].N.[Si:4](OC)(OC)(OC)[O:5][CH3:6]>C(O)(C)C>[CH3:6][O-:5].[CH3:1][O-:2].[CH3:6][O-:5].[CH3:6][O-:5].[Si+4:4] |f:4.5.6.7.8|. Procedure details: The fine particles used were composite inorganic fine particles of silica and titania (average particle diameter: 100 nm). The fine particles were produced in the following manner according to the method disclosed in Production Example and Example of JP-A-7-2520. 140 g of methanol, 260 g of isopropanol and 100 g of aqueous ammonia (25% by weight) were charged in a 4-L glass reactor equipped with stirring blades to prepare a reaction solution, which was stirred while the temperature of the reacti... The reactants are O=C([O-])[O-], CC#N, [Cs+], [Cs+], CS(=O)(=O)c1cc(F)c(F)cc1F, CC(CO)Oc1cc(O)cc(C(=O)Nc2ccn(C)n2)c1. Yields the product CC(CO)Oc1cc(Oc2cc(F)c(S(C)(=O)=O)cc2F)cc(C(=O)Nc2ccn(C)n2)c1. Reaction SMILES: [C:1](=[O:2])([O-:3])[O-:4].[CH3:41][C:42]#[N:43].[Cs+:5].[Cs+:6].[F:28][c:29]1[c:30]([F:40])[cH:31][c:32]([F:39])[c:33]([S:35](=[O:36])(=[O:37])[CH3:38])[cH:34]1.[OH:7][c:8]1[cH:9][c:10]([C:11](=[O:12])[NH:13][c:14]2[n:15][n:16]([CH3:19])[cH:17][cH:18]2)[cH:20][c:21]([O:23][CH:24]([CH2:25][OH:26])[CH3:27])[cH:22]1>>[O:7]([c:8]1[cH:9][c:10]([C:11](=[O:12])[NH:13][c:14]2[n:15][n:16]([CH3:19])[cH:17][cH:18]2)[cH:20][c:21]([O:23][CH:24]([CH2:25][OH:26])[CH3:27])[cH:22]1)[c:30]1[c:29]([F:28])[cH:34][c:33]([S:35](=[O:36])(=[O:37])[CH3:38])[c:32]([F:39])[cH:31]1.